This data is from the Open Reaction Database (ORD), a public repository of structured organic reaction records. The task is: describe an organic reaction: reactants, conditions, products, and yield Starting materials: [H-].[Na+] (sodium hydride), ClCOCC[Si](C)(C)C ((2-chloromethoxyethyl)trimethylsilane), O (water), C1(CC1)C(=O)C1=NNC=2CC(C=CC12)(C1=CC=CC=C1)C1=CC=CC=C1 (cyclopropyl(6,6-diphenyl-6,7-dihydro-1H-indazol-3-yl)methanone). Solvent: CN(C=O)C (dimethylformamide), CN(C=O)C (dimethylformamide), CN(C=O)C (dimethylformamide). Run at temperature 20 celsius. Product: C1(CC1)C(=O)C1=NN(C=2CC(C=CC12)(C1=CC=CC=C1)C1=CC=CC=C1)COCC[Si](C)(C)C (cyclopropyl(6,6-diphenyl-1-(2-trimethylsilanylethoxymethyl)-6,7-dihydro-1H-indazol-3-yl)methanone). The yield is 70.9%. Reaction SMILES: [CH:1]1([C:4]([C:6]2[C:14]3[CH:13]=[CH:12][C:11]([C:21]4[CH:26]=[CH:25][CH:24]=[CH:23][CH:22]=4)([C:15]4[CH:20]=[CH:19][CH:18]=[CH:17][CH:16]=4)[CH2:10][C:9]=3[NH:8][N:7]=2)=[O:5])[CH2:3][CH2:2]1.[H-].[Na+].Cl[CH2:30][O:31][CH2:32][CH2:33][Si:34]([CH3:37])([CH3:36])[CH3:35].O>CN(C)C=O>[CH:1]1([C:4]([C:6]2[C:14]3[CH:13]=[CH:12][C:11]([C:21]4[CH:22]=[CH:23][CH:24]=[CH:25][CH:26]=4)([C:15]4[CH:20]=[CH:19][CH:18]=[CH:17][CH:16]=4)[CH2:10][C:9]=3[N:8]([CH2:30][O:31][CH2:32][CH2:33][Si:34]([CH3:37])([CH3:36])[CH3:35])[N:7]=2)=[O:5])[CH2:2][CH2:3]1 |f:1.2|. Procedure details: A solution of 2.55 g of cyclopropyl(6,6-diphenyl-6,7-dihydro-1H-indazol-3-yl)methanone in 40 cm3 of dimethylformamide is added dropwise at a temperature in the region of 5° C. to a suspension, cooled to this same temperature, of 0.39 g of sodium hydride (at 60% in oil) in 20 cm3 of dimethylformamide. After stirring the mixture at this same temperature for about one and a half hours, a solution of 1.87 g of (2-chloromethoxyethyl)trimethylsilane in 20 cm3 of dimethylformamide is added dropwise wit...